From a dataset of the Open Reaction Database (ORD), a public repository of structured organic reaction records. describe an organic reaction: reactants, conditions, products, and yield Starting materials: FC=1C(=CC(=NC1)OC)C1=C(C=C(C(=O)OC)C=C1)C1(CCCC1)COC (methyl 4-(5-fluoro-2-methoxypyridin-4-yl)-3-(1-(methoxymethyl)cyclopentyl)benzoate), [H-].[H-].[H-].[H-].[Li+].[Al+3] (LAH). The solvent is C1CCOC1 (THF). Reaction conditions: temperature 45 celsius, time 3 hour. The product is FC=1C(=CC(=NC1)OC)C1=C(C=C(C=C1)CO)C1(CCCC1)COC ((4-(5-Fluoro-2-methoxypyridin-4-yl)-3-(1-(methoxymethyl)cyclopentyl)phenyl) methanol). As a reaction SMILES: [F:1][C:2]1[C:3]([C:10]2[CH:19]=[CH:18][C:13]([C:14](OC)=[O:15])=[CH:12][C:11]=2[C:20]2([CH2:25][O:26][CH3:27])[CH2:24][CH2:23][CH2:22][CH2:21]2)=[CH:4][C:5]([O:8][CH3:9])=[N:6][CH:7]=1.[H-].[H-].[H-].[H-].[Li+].[Al+3]>C1COCC1>[F:1][C:2]1[C:3]([C:10]2[CH:19]=[CH:18][C:13]([CH2:14][OH:15])=[CH:12][C:11]=2[C:20]2([CH2:25][O:26][CH3:27])[CH2:21][CH2:22][CH2:23][CH2:24]2)=[CH:4][C:5]([O:8][CH3:9])=[N:6][CH:7]=1 |f:1.2.3.4.5.6|. Reported procedure: To a solution of methyl 4-(5-fluoro-2-methoxypyridin-4-yl)-3-(1-(methoxymethyl)cyclopentyl)benzoate (77.0 mg, 206 μmol) in THF (4.0 mL) was added LAH (0.42 mL, 1.0 M solution in diethyl ether, 412.0 μmol) at 0° C. The reaction mixture was stirred at 45° C. for 3 hours. After work up, the solvent was removed to provide the product which was used in the next step. MS ESI (pos.) m/e: 346.2 (M+H)+. Reactants: C(C)OC(=S)SC1=C(C=C(C=C1)C)COC1OCCCC1 (4-Ethoxythiocarbonylthio-3-(2-tetrahydropyranyloxymethyl)-toluene), [OH-].[K+] (potassium hydroxide). As a reaction SMILES: C(OC([S:6][C:7]1[CH:12]=[CH:11][C:10]([CH3:13])=[CH:9][C:8]=1[CH2:14][O:15][CH:16]1[CH2:21][CH2:20][CH2:19][CH2:18][O:17]1)=S)C.[OH-].[K+]>C(O)C>[CH3:13][C:10]1[CH:11]=[CH:12][C:7]([SH:6])=[C:8]([CH2:14][O:15][CH:16]2[CH2:21][CH2:20][CH2:19][CH2:18][O:17]2)[CH:9]=1 |f:1.2|. The product is CC1=CC(=C(C=C1)S)COC1OCCCC1 (4-Methyl-2-(2-tetrahydropyranyloxymethyl)-thiophenol). The solvent is C(C)O (ethanol). Reported procedure: 13.7 g (42 mmol) of the compound from Example 8 are heated overnight under reflux with 9.5 g (0.17 mol) of potassium hydroxide in 70 ml of ethanol. The mixture is concentrated in vacuo, the residue is dissolved in water, the solution is washed with ether, and the aqueous phase is acidified with acetic acid and washed with ether. This ether phase is washed with water, dried over sodium sulphate and concentrated in vacuo. Yields the product O=C1NC2=CC(=CC=C2CC1)C=O (2-oxo-1,2,3,4-tetrahydroquinoline-7-carbaldehyde). Run at temperature 50 celsius, time 2 hour. As a reaction SMILES: [O:1]=[C:2]1[CH2:11][CH2:10][C:9]2[C:4](=[CH:5][C:6]([C:12]#N)=[CH:7][CH:8]=2)[NH:3]1.C(O)=[O:15]>[Ni]>[O:1]=[C:2]1[CH2:11][CH2:10][C:9]2[C:4](=[CH:5][C:6]([CH:12]=[O:15])=[CH:7][CH:8]=2)[NH:3]1. Reagents/catalysts: [Ni] (Raney nickel). Reported procedure: To a formic acid (250 mL) solution of the compound (32.6 g) obtained in Step 1-3, Raney nickel catalyst (50.0 g) was added and the mixture was stirred at 50° C. for 2 hours. After the reaction mixture was filtrated by Celite, the filtrate was concentrated under reduced pressure. To the residue, a saturated aqueous NaHCO3 solution was added and the mixture was adjusted to pH 6 and filtrated to obtain solid A. The filtrate was extracted three times with CHCl3 and the combined organic layers were d... The reactants are O=C1NC2=CC(=CC=C2CC1)C#N (2-oxo-1,2,3,4-tetrahydroquinoline-7-carbonitrile), C(=O)O (formic acid). Reactants: CC#N, [Cu]I, O=C(O)C(F)(F)S(=O)(=O)F, CCOC(=O)c1cccc(CO)n1. Product: CCOC(=O)c1cccc(COC(F)F)n1. Reaction SMILES: [CH3:24][C:25]#[N:26].[Cu:27][I:28].[F:1][C:2]([S:3]([F:4])(=[O:5])=[O:6])([C:7]([OH:8])=[O:9])[F:10].[OH:11][CH2:12][c:13]1[cH:14][cH:15][cH:16][c:17]([C:19](=[O:20])[O:21][CH2:22][CH3:23])[n:18]1>>[F:1][CH:2]([F:10])[O:11][CH2:12][c:13]1[cH:14][cH:15][cH:16][c:17]([C:19](=[O:20])[O:21][CH2:22][CH3:23])[n:18]1. Reactants: NC1=NC(=CC(=N1)OC)OC (2-amino-4,6-dimethoxypyrimidin), CN(S(=O)(=O)OC1=C(C=CC=C1)S(=O)(=O)N=C=O)C (2-(dimethylaminosulfonyloxy)-benzenesulfonyl isocyanate). Solvent: C(Cl)Cl (methylene chloride). RXN SMILES: [NH2:1][C:2]1[N:7]=[C:6]([O:8][CH3:9])[CH:5]=[C:4]([O:10][CH3:11])[N:3]=1.[CH3:12][N:13]([CH3:30])[S:14]([O:17][C:18]1[CH:23]=[CH:22][CH:21]=[CH:20][C:19]=1[S:24]([N:27]=[C:28]=[O:29])(=[O:26])=[O:25])(=[O:16])=[O:15]>C(Cl)Cl>[CH3:9][O:8][C:6]1[CH:5]=[C:4]([O:10][CH3:11])[N:3]=[C:2]([NH:1][C:28]([NH:27][S:24]([C:19]2[CH:20]=[CH:21][CH:22]=[CH:23][C:18]=2[O:17][S:14]([N:13]([CH3:30])[CH3:12])(=[O:15])=[O:16])(=[O:25])=[O:26])=[O:29])[N:7]=1. Product: COC1=NC(=NC(=C1)OC)NC(=O)NS(=O)(=O)C1=C(C=CC=C1)OS(=O)(=O)N(C)C (N-[(4,6-Dimethoxypyrimidin-2-yl)aminocarbonyl]-2-(dimethylaminosulfonyloxy)benzenesulfonamide). The yield is 86.7%. Conditions: time 3 hour. Procedure: To a suspension of 0.46 g (0.003 mole) 2-amino-4,6-dimethoxypyrimidin in 5 ml methylene chloride was added 1.2 g (0.004 mole) 2-(dimethylaminosulfonyloxy)-benzenesulfonyl isocyanate. The reaction exothermed (18°-26° C.) and was then stirred at room temperature 3 hours. The solvent was evaporated under reduced pressure. The resultant mixture was triturated with diethyl ether and filtered to give 1.2 g of a white solid, m.p. 165°-168° C. The infrared spectrum shows absorption bands at 1710, 1380, ... Starting materials: CCN(C(C)C)C(C)C (N,N'-diisopropylethylamine), C(C1=CC=CC=C1)(=O)C1=C(C(=O)O)C=CC=C1 (o-benzoylbenzoic acid), O.ON1N=NC2=C1C=CC=C2 (1-hydroxybenzotriazole hydrate), Cl.COC([C@H]1NCCC1)=O (L-proline methyl ester HCl), C1(CCCCC1)N=C=NC1CCCCC1 (N,N'-dicyclohexylcarbodiimide). The solvent is C(Cl)Cl (methylene chloride). Conditions: temperature 10 celsius, time 12 hour. The product is COC([C@H]1N(CCC1)C(C1=C(C=CC=C1)C(C1=CC=CC=C1)=O)=O)=O (1-(2-Benzoylbenzoyl)-L-proline methyl ester). Yield: 69.0%. As a reaction SMILES: [C:1]([C:9]1[CH:17]=[CH:16][CH:15]=[CH:14][C:10]=1[C:11]([OH:13])=O)(=[O:8])[C:2]1[CH:7]=[CH:6][CH:5]=[CH:4][CH:3]=1.O.ON1C2C=CC=CC=2N=N1.Cl.[CH3:30][O:31][C:32](=[O:38])[C@@H:33]1[CH2:37][CH2:36][CH2:35][NH:34]1.CCN(C(C)C)C(C)C.C1(N=C=NC2CCCCC2)CCCCC1>C(Cl)Cl>[CH3:30][O:31][C:32](=[O:38])[C@@H:33]1[CH2:37][CH2:36][CH2:35][N:34]1[C:11](=[O:13])[C:10]1[CH:14]=[CH:15][CH:16]=[CH:17][C:9]=1[C:1](=[O:8])[C:2]1[CH:3]=[CH:4][CH:5]=[CH:6][CH:7]=1 |f:1.2,3.4|. Procedure: 6.20 g (27.5 mmol) of o-benzoylbenzoic acid was dissolved in 150 ml of methylene chloride at 25° C. under a nitrogen atmosphere. The solution was cooled to 10° C. and 4.08 g (30.2 mmol) of 1-hydroxybenzotriazole hydrate was added, followed by 5.0 g (30.2 mmol) of L-proline methyl ester HCl and followed by 6.22 g (30.2 mmol) of N,N'-diisopropylethylamine. Lastly, 6.22 g (30.2 mmol) N,N'-dicyclohexylcarbodiimide (DCC) was added which produced a slight exothermic reaction and the mixture was then s... Starting materials: C(#N)B.[Na] (sodium cyanoboron hydride), FC1=CC2=C(CCC3=CC(N(N=C23)C2=CC=C(C=C2)OCC(C)=O)=O)C=C1 (9-fluoro-2-[4-(2-oxopropoxy)phenyl]-5,6-dihydrobenzo[h]cinnolin-3(2H)-one), Cl.CNC (dimethylamine hydrochloride). Solvent: C(C)O (ethanol), C(C)O (ethanol). Product: FC1=CC2=C(CCC3=CC(N(N=C23)C2=CC=C(C=C2)OCC(C)N(C)C)=O)C=C1 (9-fluoro-2-[4-(2-dimethylaminopropoxy)phenyl]-5,6 -dihydrobenzo[h]cinnolin-3(2H)-one). As a reaction SMILES: [F:1][C:2]1[CH:27]=[CH:26][C:5]2[CH2:6][CH2:7][C:8]3[C:13]([C:4]=2[CH:3]=1)=[N:12][N:11]([C:14]1[CH:19]=[CH:18][C:17]([O:20][CH2:21][C:22](=O)[CH3:23])=[CH:16][CH:15]=1)[C:10](=[O:25])[CH:9]=3.Cl.[CH3:29][NH:30][CH3:31].C(B)#N.[Na]>C(O)C>[F:1][C:2]1[CH:27]=[CH:26][C:5]2[CH2:6][CH2:7][C:8]3[C:13]([C:4]=2[CH:3]=1)=[N:12][N:11]([C:14]1[CH:19]=[CH:18][C:17]([O:20][CH2:21][CH:22]([N:30]([CH3:31])[CH3:29])[CH3:23])=[CH:16][CH:15]=1)[C:10](=[O:25])[CH:9]=3 |f:1.2,3.4,^1:34|. Reported procedure: To a mixture of 37 g of 9-fluoro-2-[4-(2-oxopropoxy)phenyl]-5,6-dihydrobenzo[h]cinnolin-3(2H)-one, 33 g of dimethylamine hydrochloride and 700 ml of ethanol is added dropwise 200 ml of an ethanol solution of 10 g of sodium cyanoboron hydride while stirring under heating and reflux over the period of 2 hours. After the completion of the dropwise addition, the reaction is concentrated under reduced pressure. To the residue is added 200 ml of water, and then conc. hydrochloric acid is added thereto... The reactants are CC(C)(CCl)c1cc(Br)ccc1O, [H-], [Na+], C1CCOC1. Yields the product CC1(C)COc2ccc(Br)cc21. RXN SMILES: [Br:3][c:4]1[cH:5][c:6]([C:11]([CH2:12][Cl:13])([CH3:14])[CH3:15])[c:7]([OH:10])[cH:8][cH:9]1.[H-:1].[Na+:2].[O:16]1[CH2:17][CH2:18][CH2:19][CH2:20]1>>[Br:3][c:4]1[cH:5][c:6]2[c:7]([cH:8][cH:9]1)[O:10][CH2:12][C:11]2([CH3:14])[CH3:15]. Starting materials: CC(=O)OC(C)=O, CC(=NOCCOc1ccc(CC2SC(=O)NC2=O)cc1)c1ccc(O)cc1, c1ccncc1. The product is CC(=O)Oc1ccc(C(C)=NOCCOc2ccc(CC3SC(=O)NC3=O)cc2)cc1. RXN SMILES: [CH3:29][C:30](=[O:31])[O:32][C:33](=[O:34])[CH3:35].[OH:1][c:2]1[cH:3][cH:4][c:5]([C:8]([CH3:9])=[N:10][O:11][CH2:12][CH2:13][O:14][c:15]2[cH:16][cH:17][c:18]([CH2:19][CH:20]3[C:21](=[O:26])[NH:22][C:23](=[O:25])[S:24]3)[cH:27][cH:28]2)[cH:6][cH:7]1.[cH:36]1[cH:37][cH:38][n:39][cH:40][cH:41]1>>[O:1]([c:2]1[cH:3][cH:4][c:5]([C:8]([CH3:9])=[N:10][O:11][CH2:12][CH2:13][O:14][c:15]2[cH:16][cH:17][c:18]([CH2:19][CH:20]3[C:21](=[O:26])[NH:22][C:23](=[O:25])[S:24]3)[cH:27][cH:28]2)[cH:6][cH:7]1)[C:30]([CH3:29])=[O:31].